describe an organic reaction: reactants, conditions, products, and yield From a dataset of the Open Reaction Database (ORD), a public repository of structured organic reaction records. Starting materials: CC(=O)OC(CCC1C(=O)N(c2ccc(C#CCNS(C)(=O)=O)cc2)C1c1ccc(O[Si](C)(C)C(C)(C)C)cc1)c1ccc(F)cc1, CO, N#C[Na]. Product: CC(C)(C)[Si](C)(C)Oc1ccc(C2C(CCC(O)c3ccc(F)cc3)C(=O)N2c2ccc(C#CCNS(C)(=O)=O)cc2)cc1. RXN SMILES: [C:1](=[O:2])([CH3:3])[O:4][CH:5]([CH2:6][CH2:7][CH:8]1[CH:9]([c:27]2[cH:28][cH:29][c:30]([O:33][Si:34]([CH3:35])([CH3:36])[C:37]([CH3:38])([CH3:39])[CH3:40])[cH:31][cH:32]2)[N:10]([c:13]2[cH:14][cH:15][c:16]([C:19]#[C:20][CH2:21][NH:22][S:23](=[O:24])(=[O:25])[CH3:26])[cH:17][cH:18]2)[C:11]1=[O:12])[c:41]1[cH:42][cH:43][c:44]([F:47])[cH:45][cH:46]1.[CH3:51][OH:52].[Na:48][C:49]#[N:50]>>[OH:4][CH:5]([CH2:6][CH2:7][CH:8]1[CH:9]([c:27]2[cH:28][cH:29][c:30]([O:33][Si:34]([CH3:35])([CH3:36])[C:37]([CH3:38])([CH3:39])[CH3:40])[cH:31][cH:32]2)[N:10]([c:13]2[cH:14][cH:15][c:16]([C:19]#[C:20][CH2:21][NH:22][S:23](=[O:24])(=[O:25])[CH3:26])[cH:17][cH:18]2)[C:11]1=[O:12])[c:41]1[cH:42][cH:43][c:44]([F:47])[cH:45][cH:46]1. Starting materials: FC1=CC=C(C=C1)C1(OC1)C(=C)C1=CC=C(C=C1)F (2-(4-fluorophenyl)-2-[1-(4-fluorophenyl)ethenyl]oxirane), N1N=NC=C1.[K] (potassium triazole), CN(C)C=O (DMF), Et2O hexanes. The product is FC1=CC=C(C=C1)C(CN1N=CN=C1)(C(=C)C1=CC=C(C=C1)F)O (2,3-Bis(4-Fluorophenyl)-1-(1H-1,2,4-triazol-1-yl)-3-buten-2-ol). Reaction SMILES: [F:1][C:2]1[CH:7]=[CH:6][C:5]([C:8]2([C:11]([C:13]3[CH:18]=[CH:17][C:16]([F:19])=[CH:15][CH:14]=3)=[CH2:12])[CH2:10][O:9]2)=[CH:4][CH:3]=1.N1C=[CH:23][N:22]=[N:21]1.[K].[CH3:26][N:27](C=O)C>>[F:1][C:2]1[CH:7]=[CH:6][C:5]([C:8]([OH:9])([C:11]([C:13]2[CH:18]=[CH:17][C:16]([F:19])=[CH:15][CH:14]=2)=[CH2:12])[CH2:10][N:22]2[CH:23]=[N:27][CH:26]=[N:21]2)=[CH:4][CH:3]=1 |f:1.2,^1:24|. Procedure: A mixture of 10.2 g (0.040 mol) of crude 2-(4-fluorophenyl)-2-[1-(4-fluorophenyl)ethenyl]oxirane and 7.0 g (0.065 mol) of potassium triazole in 60 mL of DMF was heated at 60° overnight then cooled and poured into 100 mL of 1:1 Et2O/hexanes. After washing the organic layer three times with H2O and once with brine, a precipitate formed in the organic layer. Filtering gave 4.8 g of a brown solid which was recrystallized from 500 mL of cyclohexane to yield 2.5 g of a light-tan powder, mp 136°-137°: ... The reactants are OC(C#N)C1C2CC2CC1 (2-hydroxy-2-(bicyclo[3.1.0]hex-2-yl)acetonitrile), S(=O)(Cl)Cl (thionyl chloride), N1=CC=CC=C1 (pyridine), S(=O)(Cl)Cl (thionyl chloride). Solvent: O (water). Product: C(#N)C=C1C2CC2CC1 (2-(cyanomethylene)bicyclo[3.1.0]hexane). Reaction SMILES: O[CH:2]([CH:5]1[CH2:10][CH2:9][CH:8]2[CH:6]1[CH2:7]2)[C:3]#[N:4].N1C=CC=CC=1.S(Cl)(Cl)=O>O>[C:3]([CH:2]=[C:5]1[CH2:10][CH2:9][CH:8]2[CH:6]1[CH2:7]2)#[N:4]. Procedure details: 0.078 Mole of 2-hydroxy-2-(bicyclo[3.1.0]hex-2-yl)acetonitrile is dissolved in 200 ml. of anhydrous pyridine under nitrogen, and cooled to -50° C. 0.0942 Mole of thionyl chloride is added dropwise and the mixture allowed to warm to room temperature and then recooled to 0° C. Excess thionyl chloride is then decomposed by the addition of 2 ml. of water. The pyridine is removed by evaporation under vacuum and the resulting residue dissolved in 300 ml. of ethyl acetate. The ethyl acetate solution is... Starting materials: NC[C@@H]1CN(CC1)C(=O)OC(C)(C)C ((R)-3-aminomethyl-1-N-tert-butoxycarbonyl-pyrrolidine), ClC1=NC=C(C(=O)O)C=C1 (6-chloro-nicotinic acid). Yields the product C(C)(C)(C)OC(=O)N1C[C@H](CC1)CNC(=O)C=1C=NC(=CC1)Cl ((R)-3-{[(6-chloro-pyridine-3-carbonyl)-amino]-methyl}-pyrrolidine-1-carboxylic acid tert-butyl ester). RXN SMILES: [NH2:1][CH2:2][C@H:3]1[CH2:7][CH2:6][N:5]([C:8]([O:10][C:11]([CH3:14])([CH3:13])[CH3:12])=[O:9])[CH2:4]1.[Cl:15][C:16]1[CH:24]=[CH:23][C:19]([C:20](O)=[O:21])=[CH:18][N:17]=1>>[C:11]([O:10][C:8]([N:5]1[CH2:6][CH2:7][C@H:3]([CH2:2][NH:1][C:20]([C:19]2[CH:18]=[N:17][C:16]([Cl:15])=[CH:24][CH:23]=2)=[O:21])[CH2:4]1)=[O:9])([CH3:14])([CH3:13])[CH3:12]. Procedure: 63.1 Using general procedure E, (R)-3-aminomethyl-1-N-tert-butoxycarbonyl-pyrrolidine was coupled with 6-chloro-nicotinic acid to give (R)-3-{[(6-chloro-pyridine-3-carbonyl)-amino]-methyl}-pyrrolidine-1-carboxylic acid tert-butyl ester. Yellow oil. MS 340.1 ([M+H]+) Reactants: BrC1=CC2=C(SCC3=C(C2C#N)C=CC=C3)C=C1 (2-bromo-11-cyano-6,11-dihydrodibenzo[b,e]thiepine), Cl.C(C)(=O)O (hydrochloric acid acetic acid), O (water). The product is BrC1=CC2=C(SCC3=C(C2C(=O)O)C=CC=C3)C=C1 (2-bromo-6,11-dihydrodibenzo[b,e]thiepin-11-carboxylic acid). Reaction SMILES: [Br:1][C:2]1[CH:18]=[CH:17][C:5]2[S:6][CH2:7][C:8]3[CH:16]=[CH:15][CH:14]=[CH:13][C:9]=3C(C#N)[C:4]=2[CH:3]=1.O.Cl.[C:21]([OH:24])(=[O:23])[CH3:22]>>[Br:1][C:2]1[CH:18]=[CH:17][C:5]2[S:6][CH2:7][C:8]3[CH:16]=[CH:15][CH:14]=[CH:13][C:9]=3[CH:22]([C:21]([OH:24])=[O:23])[C:4]=2[CH:3]=1 |f:2.3|. Reported procedure: After 4.72 g of 2-bromo-11-cyano-6,11-dihydrodibenzo[b,e]thiepine was dissolved in 90 ml of hydrochloric acid-acetic acid (1:2), the mixture was heated under reflux for 48 hours. The reaction mixture was allowed to stand at room temperature, and 50 ml of water was added to the reaction mixture, and extracted with ethyl acetate. The extract was washed with water. The organic layer was extracted 3 times with saturated sodium bicarbonate aqueous solution. The aqueous layer was adjusted to pH 2 with...